Dataset: the Open Reaction Database (ORD), a public repository of structured organic reaction records. Task: describe an organic reaction: reactants, conditions, products, and yield The reactants are C(C)(C)(C)OC(=O)N1CCC=C(C1)C1=C(C=CC(=C1)C1CCN(CC1)C(C)=O)NC(=O)C=1N(C=C(N1)C#N)COCC[Si](C)(C)C (5-(5-(1-acetyl-piperidin-4-yl)-2-{[4-cyano-1-(2-trimethylsilanyl-ethoxymethyl)-1H-imidazole-2-carbonyl]-amino}-phenyl)-3,6-dihydro-2H-pyridine-1-carboxylic acid tert-butyl ester), CCO (EtOH), C(=O)(C(F)(F)F)O (TFA). Solvent: C(Cl)Cl (CH2Cl2). Conditions: time 0.5 hour. Yields the product C(=O)(C(F)(F)F)O (TFA), FC(C(=O)O)(F)F.C(C)(=O)N1CCC(CC1)C1=CC(=C(C=C1)NC(=O)C=1NC=C(N1)C#N)C=1CNCCC1 (4-Cyano-1H-imidazole-2-carboxylic acid [4-(1-acetyl-piperidin-4-yl)-2-(1,2,5,6-tetrahydro-pyridin-3-yl)-phenyl]-amide trifluoroacetic acid salt). The yield is 22.0%. Reaction SMILES: C(OC([N:8]1[CH2:13][C:12]([C:14]2[CH:19]=[C:18]([CH:20]3[CH2:25][CH2:24][N:23]([C:26](=[O:28])[CH3:27])[CH2:22][CH2:21]3)[CH:17]=[CH:16][C:15]=2[NH:29][C:30]([C:32]2[N:33](COCC[Si](C)(C)C)[CH:34]=[C:35]([C:37]#[N:38])[N:36]=2)=[O:31])=[CH:11][CH2:10][CH2:9]1)=O)(C)(C)C.CCO.[C:50]([OH:56])([C:52]([F:55])([F:54])[F:53])=[O:51]>C(Cl)Cl>[C:50]([OH:56])([C:52]([F:55])([F:54])[F:53])=[O:51].[F:53][C:52]([F:55])([F:54])[C:50]([OH:56])=[O:51].[C:26]([N:23]1[CH2:22][CH2:21][CH:20]([C:18]2[CH:17]=[CH:16][C:15]([NH:29][C:30]([C:32]3[NH:33][CH:34]=[C:35]([C:37]#[N:38])[N:36]=3)=[O:31])=[C:14]([C:12]3[CH2:13][NH:8][CH2:9][CH2:10][CH:11]=3)[CH:19]=2)[CH2:25][CH2:24]1)(=[O:28])[CH3:27] |f:5.6|. Procedure: A solution of 5-(5-(1-acetyl-piperidin-4-yl)-2-{[4-cyano-1-(2-trimethylsilanyl-ethoxymethyl)-1H-imidazole-2-carbonyl]-amino}-phenyl)-3,6-dihydro-2H-pyridine-1-carboxylic acid tert-butyl ester (as prepared in the previous step, 0.40 g, 0.61 mmol) in CH2Cl2 (20 mL) and EtOH (0.4 mL) was treated with TFA (3 mL). The solution was stirred at room temperature for 0.5 h. The solvents were evaporated in vacuo, and the residue was immediately taken up in EtOH (25 mL) and stored at 5° C. for 11 h. The sol... Starting materials: CNC, Cc1cccc(C)c1C(=O)NCCC(C)N1CCC(N(Cc2cccc(Cl)c2)c2ccc(C(=O)O)cc2)CC1. The product is Cc1cccc(C)c1C(=O)NCCC(C)N1CCC(N(Cc2cccc(Cl)c2)c2ccc(C(=O)N(C)C)cc2)CC1. As a reaction SMILES: [CH3:40][NH:41][CH3:42].[Cl:1][c:2]1[cH:3][c:4]([CH2:5][N:6]([c:7]2[cH:8][cH:9][c:10]([C:11](=[O:12])[OH:13])[cH:14][cH:15]2)[CH:16]2[CH2:17][CH2:18][N:19]([CH:22]([CH2:23][CH2:24][NH:25][C:26]([c:27]3[c:28]([CH3:34])[cH:29][cH:30][cH:31][c:32]3[CH3:33])=[O:35])[CH3:36])[CH2:20][CH2:21]2)[cH:37][cH:38][cH:39]1>>[Cl:1][c:2]1[cH:3][c:4]([CH2:5][N:6]([c:7]2[cH:8][cH:9][c:10]([C:11](=[O:13])[N:41]([CH3:40])[CH3:42])[cH:14][cH:15]2)[CH:16]2[CH2:17][CH2:18][N:19]([CH:22]([CH2:23][CH2:24][NH:25][C:26]([c:27]3[c:28]([CH3:34])[cH:29][cH:30][cH:31][c:32]3[CH3:33])=[O:35])[CH3:36])[CH2:20][CH2:21]2)[cH:37][cH:38][cH:39]1. Starting materials: O (water), [H-].[Na+] (Sodium hydride), suspension, C(C)OC(C(=CNC1=CC=C(C=C1)F)C(C1=C(C=C(C(=C1)F)F)Cl)=O)=O (2-(2-Chloro-4,5-difluorobenzoyl)-3-(4-fluoroanilino)-2-propenoic acid ethyl ester). The solvent is C(OC)COC (dimethoxyethane). The product is C(C)OC(=O)C1=CN(C2=CC(=C(C=C2C1=O)F)F)C1=CC=C(C=C1)F (6,7-Difluoro-1-(4-fluorophenyl)-1,4-dihydro-4-oxo-quinoline-3-carboxylic acid ethyl ester). The yield is 90.0%. RXN SMILES: [CH2:1]([O:3][C:4](=[O:26])[C:5]([C:15](=[O:25])[C:16]1[CH:21]=[C:20]([F:22])[C:19]([F:23])=[CH:18][C:17]=1Cl)=[CH:6][NH:7][C:8]1[CH:13]=[CH:12][C:11]([F:14])=[CH:10][CH:9]=1)[CH3:2].[H-].[Na+].O>C(COC)OC>[CH2:1]([O:3][C:4]([C:5]1[C:15](=[O:25])[C:16]2[C:17](=[CH:18][C:19]([F:23])=[C:20]([F:22])[CH:21]=2)[N:7]([C:8]2[CH:13]=[CH:12][C:11]([F:14])=[CH:10][CH:9]=2)[CH:6]=1)=[O:26])[CH3:2] |f:1.2|. Reported procedure: 2-(2-Chloro-4,5-difluorobenzoyl)-3-(4-fluoroanilino)-2-propenoic acid ethyl ester (11.0 g, 28.7 mmol) was dissolved in dimethoxyethane (200 ml) and cooled to 0°. Sodium hydride (1.65 g of a 50% suspension in mineral oil, 34.5 mmol) was added portionwise, and the mixture was heated to reflux for 3 hours. The reaction mixture was then poured into water (2 l) and the title product was collected by filtration (8.96 g, 25.8 mmol, 90% yield). The reactants are Brc1ncccn1, CC(C)(C)OC(=O)Nc1ccc2cc(B(O)O)ccc2c1, CCOC(C)=O, CO, [Na+], [Na+], O=C([O-])[O-], C1COCCO1, O, c1ccc(P(c2ccccc2)(c2ccccc2)[Pd](P(c2ccccc2)(c2ccccc2)c2ccccc2)(P(c2ccccc2)(c2ccccc2)c2ccccc2)P(c2ccccc2)(c2ccccc2)c2ccccc2)cc1. The product is CC(C)(C)OC(=O)Nc1ccc2cc(-c3ncccn3)ccc2c1. As a reaction SMILES: [Br:22][c:23]1[n:24][cH:25][cH:26][cH:27][n:28]1.[C:1]([CH3:2])([CH3:3])([CH3:4])[O:5][C:6](=[O:7])[NH:8][c:9]1[cH:10][c:11]2[cH:12][cH:13][c:14]([B:19]([OH:20])[OH:21])[cH:15][c:16]2[cH:17][cH:18]1.[CH3:35][CH2:36][O:37][C:38](=[O:39])[CH3:40].[CH3:47][OH:48].[Na+:29].[Na+:30].[O-:31][C:32](=[O:33])[O-:34].[O:41]1[CH2:42][CH2:43][O:44][CH2:45][CH2:46]1.[OH2:126].[cH:49]1[cH:50][cH:51][c:52]([P:53]([Pd:54]([P:55]([c:56]2[cH:57][cH:58][cH:59][cH:60][cH:61]2)([c:62]2[cH:63][cH:64][cH:65][cH:66][cH:67]2)[c:68]2[cH:69][cH:70][cH:71][cH:72][cH:73]2)([P:74]([c:75]2[cH:76][cH:77][cH:78][cH:79][cH:80]2)([c:81]2[cH:82][cH:83][cH:84][cH:85][cH:86]2)[c:87]2[cH:88][cH:89][cH:90][cH:91][cH:92]2)[P:93]([c:94]2[cH:95][cH:96][cH:97][cH:98][cH:99]2)([c:100]2[cH:101][cH:102][cH:103][cH:104][cH:105]2)[c:106]2[cH:107][cH:108][cH:109][cH:110][cH:111]2)([c:112]2[cH:113][cH:114][cH:115][cH:116][cH:117]2)[c:118]2[cH:119][cH:120][cH:121][cH:122][cH:123]2)[cH:124][cH:125]1>>[C:1]([CH3:2])([CH3:3])([CH3:4])[O:5][C:6](=[O:7])[NH:8][c:9]1[cH:10][c:11]2[cH:12][cH:13][c:14](-[c:23]3[n:24][cH:25][cH:26][cH:27][n:28]3)[cH:15][c:16]2[cH:17][cH:18]1. Reactants: CCOC(=O)CC1(CC)OCCc2c1[nH]c1ccccc21, C1COCCO1, Cl, [Li+], [OH-], O, O. Product: CCC1(CC(=O)O)OCCc2c1[nH]c1ccccc21. Reaction SMILES: [CH2:1]([CH3:2])[O:3][C:4]([CH2:5][C:6]1([CH2:19][CH3:20])[O:7][CH2:8][CH2:9][c:10]2[c:11]1[nH:12][c:13]1[cH:14][cH:15][cH:16][cH:17][c:18]21)=[O:21].[CH2:26]1[O:27][CH2:28][CH2:29][O:30][CH2:31]1.[ClH:25].[Li+:24].[OH-:23].[OH2:22].[OH2:32]>>[O:3]=[C:4]([CH2:5][C:6]1([CH2:19][CH3:20])[O:7][CH2:8][CH2:9][c:10]2[c:11]1[nH:12][c:13]1[cH:14][cH:15][cH:16][cH:17][c:18]21)[OH:21]. Starting materials: methanesulfonate ester, methanesulfonate ester, C(C1=CC=CC=C1)OC(=O)NC(CC(=O)N[C@H]1C(NC2=C(CC1)C=CC=C2)=O)(C)C (3-Benzyloxycarbonylamino-3-methyl-N-[2,3,4,5-tetrahydro-2-oxo-1H-1-benzazepin-3(R)-yl]-butanamide), [H-].[Na+] (sodium hydride), C(C)(C)(C)OC(=O)NCC1=C(C=CC=C1)C1=CC=C(C=C1)CO (2'-[(t-butoxycarbonylamino)methyl]-1,1'-biphenyl-4-methanol). The solvent is CN(C=O)C (dimethylformamide), CN(C=O)C (dimethylformamide). Conditions: time 15 minute. Yields the product C(C1=CC=CC=C1)OC(=O)NC(CC(=O)N[C@H]1C(N(C2=C(CC1)C=CC=C2)CC2=CC=C(C=C2)C2=C(C=CC=C2)CNC(=O)OC(C)(C)C)=O)(C)C (3-Benzyloxycarbonylamino-3-methyl-N-[2,3,4,5-tetrahydro-2-oxo-1-[[2'-[(t-butoxycarbonylamino)methyl][1,1'-biphenyl]-4-yl]methyl]-1H-1-benzazepin-3(R)-yl]-butanamide). Isolated yield 84.2%. As a reaction SMILES: [CH2:1]([O:8][C:9]([NH:11][C:12]([CH3:30])([CH3:29])[CH2:13][C:14]([NH:16][C@@H:17]1[CH2:23][CH2:22][C:21]2[CH:24]=[CH:25][CH:26]=[CH:27][C:20]=2[NH:19][C:18]1=[O:28])=[O:15])=[O:10])[C:2]1[CH:7]=[CH:6][CH:5]=[CH:4][CH:3]=1.[H-].[Na+].[C:33]([O:37][C:38]([NH:40][CH2:41][C:42]1[CH:47]=[CH:46][CH:45]=[CH:44][C:43]=1[C:48]1[CH:53]=[CH:52][C:51]([CH2:54]O)=[CH:50][CH:49]=1)=[O:39])([CH3:36])([CH3:35])[CH3:34]>CN(C)C=O>[CH2:1]([O:8][C:9]([NH:11][C:12]([CH3:30])([CH3:29])[CH2:13][C:14]([NH:16][C@@H:17]1[CH2:23][CH2:22][C:21]2[CH:24]=[CH:25][CH:26]=[CH:27][C:20]=2[N:19]([CH2:54][C:51]2[CH:50]=[CH:49][C:48]([C:43]3[CH:44]=[CH:45][CH:46]=[CH:47][C:42]=3[CH2:41][NH:40][C:38]([O:37][C:33]([CH3:36])([CH3:35])[CH3:34])=[O:39])=[CH:53][CH:52]=2)[C:18]1=[O:28])=[O:15])=[O:10])[C:2]1[CH:7]=[CH:6][CH:5]=[CH:4][CH:3]=1 |f:1.2|. Reported procedure: To a solution of 60 mg (0.15 mmol) of 3-benzyloxycarbonylamino-3-methyl-N-[2,3,4,5-tetrahydro-2-oxo-1H-1-benzazepin-3(R)-yl]butanamide (Step D) in 0.5 mL of dry dimethylformamide under nitrogen was added 6.4 mg (0.16 mmol) of 60% sodium hydride/oil dispersion. After stirring for 15 minutes, a solution of 60 mg (0.15 mmol) of 2'-[(t-butoxycarbonylamino)methyl]-1,1'-biphenyl-4-methanol, methanesulfonate ester (Step I) in 0.5 mL of dimethylformamide was aded by cannula. The flask which originally c... The reactants are Cl, NCC(=O)CCC(=O)O, COC(=O)C(C)C(C(=O)C(C)N)C(F)F. The product is Cl, CC(N)C(=O)C(C(F)F)C(C)C(=O)O. As a reaction SMILES: [ClH:25].[NH2:16][CH2:17][C:18](=[O:19])[CH2:20][CH2:21][C:22]([OH:23])=[O:24].[NH2:1][CH:2]([C:3]([CH:4]([CH:5]([C:6](=[O:7])[O:8][CH3:9])[CH3:10])[CH:11]([F:12])[F:13])=[O:14])[CH3:15]>>[ClH:25].[NH2:1][CH:2]([C:3]([CH:4]([CH:5]([C:6](=[O:7])[OH:8])[CH3:10])[CH:11]([F:12])[F:13])=[O:14])[CH3:15].